describe an organic reaction: reactants, conditions, products, and yield From a dataset of the Open Reaction Database (ORD), a public repository of structured organic reaction records. Reactants: O=C[O-], Cl, [NH4+], COC(=O)Cc1cccc(CC(C)NC(C)c2ccccc2)c1. Yields the product COC(=O)Cc1cccc(CC(C)N)c1. RXN SMILES: [CH:25]([O-:26])=[O:27].[ClH:1].[NH4+:28].[c:2]1([CH:3]([CH3:4])[NH:10][CH:11]([CH2:12][c:13]2[cH:14][c:15]([CH2:19][C:20](=[O:21])[O:22][CH3:23])[cH:16][cH:17][cH:18]2)[CH3:24])[cH:5][cH:6][cH:7][cH:8][cH:9]1>>[NH2:10][CH:11]([CH2:12][c:13]1[cH:14][c:15]([CH2:19][C:20](=[O:21])[O:22][CH3:23])[cH:16][cH:17][cH:18]1)[CH3:24].